Dataset: the Open Reaction Database (ORD), a public repository of structured organic reaction records. Task: describe an organic reaction: reactants, conditions, products, and yield Reactants: COC=1C=C2C(=CC=NC2=CC1OC)OC1=CC=C(C=C1)N (6,7-Dimethoxy-4-(4-aminophenoxy)quinoline), ClC1=C(C=CC=C1C)N=C=O (2-chloro-3-methylphenyl isocyanate). The solvent is C1(=CC=CC=C1)C (toluene). Product: ClC1=C(C=CC=C1C)NC(=O)NC1=CC=C(C=C1)OC1=CC=NC2=CC(=C(C=C12)OC)OC (N-(2-Chloro-3-methylphenyl)-N'-{4-[(6,7-dimethoxy-4-quinolyl)oxy]phenyl}urea). The yield is 37.0%. Reaction SMILES: [CH3:1][O:2][C:3]1[CH:4]=[C:5]2[C:10](=[CH:11][C:12]=1[O:13][CH3:14])[N:9]=[CH:8][CH:7]=[C:6]2[O:15][C:16]1[CH:21]=[CH:20][C:19]([NH2:22])=[CH:18][CH:17]=1.[Cl:23][C:24]1[C:29]([CH3:30])=[CH:28][CH:27]=[CH:26][C:25]=1[N:31]=[C:32]=[O:33]>C1(C)C=CC=CC=1>[Cl:23][C:24]1[C:29]([CH3:30])=[CH:28][CH:27]=[CH:26][C:25]=1[NH:31][C:32]([NH:22][C:19]1[CH:18]=[CH:17][C:16]([O:15][C:6]2[C:5]3[C:10](=[CH:11][C:12]([O:13][CH3:14])=[C:3]([O:2][CH3:1])[CH:4]=3)[N:9]=[CH:8][CH:7]=2)=[CH:21][CH:20]=1)=[O:33]. Procedure details: 6,7-Dimethoxy-4-(4-aminophenoxy)quinoline (52 mg) was dissolved in toluene (5 ml) with heat, 2-chloro-3-methylphenyl isocyanate (0.2 ml) was added, and the admixture was refluxed with heat for 12 minutes. The reaction solution was purified by column chromatography on silica gel eluting with chloroform/acetone (10/1) to obtain 30 mg of the title compound (yield: 37%). Starting materials: CCc1cc(C(=N)NO)cc(C)c1O, CCc1cccc(CC)c1N. Product: CCc1cc(C(=N)NO)cc(CC)c1O. RXN SMILES: [CH2:12]([CH3:13])[c:14]1[cH:15][c:16]([C:17](=[NH:18])[NH:19][OH:20])[cH:21][c:22]([CH3:25])[c:23]1[OH:24].[CH2:1]([c:2]1[cH:3][cH:4][cH:5][c:6]([CH2:7][CH3:8])[c:9]1[NH2:10])[CH3:11]>>[CH3:1][CH2:25][c:22]1[cH:21][c:16]([C:17](=[NH:18])[NH:19][OH:20])[cH:15][c:14]([CH2:12][CH3:13])[c:23]1[OH:24]. Starting materials: Br, COc1c(C=Cc2ccc(NS(C)(=O)=O)cc2)cc(-c2cc(F)c[nH]c2=O)cc1C(C)(C)C, CC(=O)O, C1COCCOCCOCCOCCO1, [Cl-], [Fe], [H-], CCOP(=O)(Cc1ccc([N+](=O)[O-])cc1)OCC, [NH4+], [Na+], CS(=O)(=O)Cl, c1ccc(Oc2ccccn2)nc1. Product: COc1c(C=Cc2ccc(NS(C)(=O)=O)cc2)cc(-c2ccc[nH]c2=O)cc1C(C)(C)C. Reaction SMILES: [BrH:87].[C:36]([CH3:37])([CH3:38])([CH3:39])[c:40]1[c:41]([O:67][CH3:68])[c:42]([CH:54]=[CH:55][c:56]2[cH:57][cH:58][c:59]([NH:62][S:63](=[O:64])(=[O:65])[CH3:66])[cH:60][cH:61]2)[cH:43][c:44](-[c:46]2[c:47](=[O:53])[nH:48][cH:49][c:50]([F:52])[cH:51]2)[cH:45]1.[C:88]([OH:89])(=[O:90])[CH3:91].[CH2:21]1[O:22][CH2:23][CH2:24][O:25][CH2:26][CH2:27][O:28][CH2:29][CH2:30][O:31][CH2:32][CH2:33][O:34][CH2:35]1.[Cl-:93].[Fe:92].[H-:20].[N+:1]([c:2]1[cH:3][cH:4][c:5]([CH2:6][P:7](=[O:8])([O:9][CH2:10][CH3:11])[O:12][CH2:13][CH3:14])[cH:15][cH:16]1)([O-:17])=[O:18].[NH4+:94].[Na+:19].[S:69]([Cl:70])([CH3:71])(=[O:72])=[O:73].[n:74]1[cH:75][cH:76][cH:77][cH:78][c:79]1[O:80][c:81]1[cH:82][cH:83][cH:84][cH:85][n:86]1>>[C:36]([CH3:37])([CH3:38])([CH3:39])[c:40]1[c:41]([O:67][CH3:68])[c:42]([CH:54]=[CH:55][c:56]2[cH:57][cH:58][c:59]([NH:62][S:63](=[O:64])(=[O:65])[CH3:66])[cH:60][cH:61]2)[cH:43][c:44](-[c:46]2[c:47](=[O:53])[nH:48][cH:49][cH:50][cH:51]2)[cH:45]1. Starting materials: COC1=CC=C(COC(=O)N2[C@@H](C[C@@H](C2)SC(C)=O)CNS(N)(=O)=O)C=C1 ((2S,4S)-1-p-methoxybenzyloxycarbonyl-4-acetylthio-2-sulfamoylaminomethylpyrrolidine), [OH-].[Na+] (sodium hydroxide). Run in ClCCl (dichloromethane), CO (methanol), O (water). Run at time 15 minute. The product is COC1=CC=C(COC(=O)N2[C@@H](C[C@@H](C2)S)CNS(N)(=O)=O)C=C1 ((2S,4S)-1-p-methoxybenzyloxycarbonyl-4-mercapto-2-sulfamoylaminomethylpyrrolidine). Isolated yield 88.7%. As a reaction SMILES: [CH3:1][O:2][C:3]1[CH:27]=[CH:26][C:6]([CH2:7][O:8][C:9]([N:11]2[CH2:15][C@@H:14]([S:16]C(=O)C)[CH2:13][C@H:12]2[CH2:20][NH:21][S:22](=[O:25])(=[O:24])[NH2:23])=[O:10])=[CH:5][CH:4]=1.[OH-].[Na+]>ClCCl.CO.O>[CH3:1][O:2][C:3]1[CH:4]=[CH:5][C:6]([CH2:7][O:8][C:9]([N:11]2[CH2:15][C@@H:14]([SH:16])[CH2:13][C@H:12]2[CH2:20][NH:21][S:22](=[O:24])(=[O:25])[NH2:23])=[O:10])=[CH:26][CH:27]=1 |f:1.2|. Procedure details: To a solution of (2S,4S)-1-p-methoxybenzyloxycarbonyl-4-acetylthio-2-sulfamoylaminomethylpyrrolidine (982 mg: 2.35 mmole) in a mixture of dichloromethane (2 ml) and methanol (10 ml), 1N-sodium hydroxide (2.8 ml) is added under ice cooling. The mixture is stirred for 15 minutes. The reaction mixture is diluted with water and extracted with ethyl acetate. The extract is successively washed with water and brine, dried over magnesium sulfate, and concentrated in vacuo. The residue is purified by sil... Reactants: [Cl-], [Cl-], Fc1c(F)c(F)c(C2CO2)c(F)c1F, [Li+], O=P([O-])([O-])[O-], C1CCOC1. Product: OC(CCl)c1c(F)c(F)c(F)c(F)c1F. RXN SMILES: [Cl-:15].[Cl-:17].[F:1][c:2]1[c:3]([CH:4]2[CH2:5][O:6]2)[c:7]([F:14])[c:8]([F:13])[c:9]([F:12])[c:10]1[F:11].[Li+:16].[O-:18][P:19](=[O:20])([O-:21])[O-:22].[O:23]1[CH2:24][CH2:25][CH2:26][CH2:27]1>>[F:1][c:2]1[c:3]([CH:4]([CH2:5][Cl:15])[OH:6])[c:7]([F:14])[c:8]([F:13])[c:9]([F:12])[c:10]1[F:11]. Reactants: CCc1[nH]c(=S)[nH]c1C(=O)c1ccc(F)c(F)c1, Cc1ccccc1, S=P12SP3(=S)SP(=S)(S1)SP(=S)(S2)S3. Product: CCc1[nH]c(=S)[nH]c1C(=S)c1ccc(F)c(F)c1. As a reaction SMILES: [CH2:1]([CH3:2])[c:3]1[nH:4][c:5](=[S:18])[nH:6][c:7]1[C:8]([c:9]1[cH:10][c:11]([F:16])[c:12]([F:15])[cH:13][cH:14]1)=[O:17].[CH3:33][c:34]1[cH:35][cH:36][cH:37][cH:38][cH:39]1.[P:19]12(=[S:20])[S:21][P:22]3(=[S:32])[S:23][P:24](=[S:30])([S:25][P:26](=[S:29])([S:27]3)[S:28]1)[S:31]2>>[CH2:1]([CH3:2])[c:3]1[nH:4][c:5](=[S:18])[nH:6][c:7]1[C:8]([c:9]1[cH:10][c:11]([F:16])[c:12]([F:15])[cH:13][cH:14]1)=[S:20]. Starting materials: BrC=1N(C2=CC=C(C=C2C1CC(=O)N)OC)CC1=CC=CC=C1 (2-bromo-5-methoxy-1-(phenylmethyl)-1H-indole-3-acetamide), B(Br)(Br)Br.C(Cl)Cl (BBr3 CH2Cl2), Cl (HCl). Run in C(Cl)Cl (CH2Cl2). Product: BrC=1N(C2=CC=C(C(=C2C1CC(=O)N)Br)O)CC1=CC=CC=C1 (2,4-dibromo-5-hydroxy-1-(phenylmethyl)-1H-indole-3-acetamide), BrC=1N(C2=CC=C(C=C2C1CC(=O)N)O)CC1=CC=CC=C1 (2-bromo-5-hydroxy-1-(phenylmethyl)-1H-indole-3-acetamide). Reaction SMILES: [Br:1][C:2]1[N:3]([CH2:17][C:18]2[CH:23]=[CH:22][CH:21]=[CH:20][CH:19]=2)[C:4]2[C:9]([C:10]=1[CH2:11][C:12]([NH2:14])=[O:13])=[CH:8][C:7]([O:15]C)=[CH:6][CH:5]=2.B(Br)(Br)[Br:25].C(Cl)Cl.Cl>C(Cl)Cl>[Br:1][C:2]1[N:3]([CH2:17][C:18]2[CH:23]=[CH:22][CH:21]=[CH:20][CH:19]=2)[C:4]2[C:9]([C:10]=1[CH2:11][C:12]([NH2:14])=[O:13])=[C:8]([Br:25])[C:7]([OH:15])=[CH:6][CH:5]=2.[Br:1][C:2]1[N:3]([CH2:17][C:18]2[CH:23]=[CH:22][CH:21]=[CH:20][CH:19]=2)[C:4]2[C:9]([C:10]=1[CH2:11][C:12]([NH2:14])=[O:13])=[CH:8][C:7]([OH:15])=[CH:6][CH:5]=2 |f:1.2|. Procedure: A solution of 600 mg (1.6 mmol) of 2-bromo-5-methoxy-1-(phenylmethyl)-1H-indole-3-acetamide (lot was contaminated with 2,4-dibromo-5-methoxy-1-(phenylmethyl)-1H-indole-3-acetamide) and 10 mL of 1M BBr3 /CH2Cl2 in 100 mL of CH2Cl2 was stirred for 2.5 hours, 100 mL of 1N HCl added, stirred well, and the CH2 Cl2 layer separated. After washing and drying (Na2SO4), the solvent was removed at reduced pressure. The residue was chromatographed on silica and eluted with a gradient (1% MeOH/CH2 Cl2 →4% Me...